This data is from the Open Reaction Database (ORD), a public repository of structured organic reaction records. The task is: describe an organic reaction: reactants, conditions, products, and yield Starting materials: COc1ccc(C(C#N)=Cc2ccc(O)cc2)cc1OC, COC(=O)CCC(=O)O, [Cl-], c1ccncc1. Product: COC(=O)CCC(=O)Oc1ccc(C=C(C#N)c2ccc(OC)c(OC)c2)cc1. Reaction SMILES: [CH3:1][O:2][c:3]1[cH:4][c:5]([C:11]([C:12]#[N:13])=[CH:14][c:15]2[cH:16][cH:17][c:18]([OH:21])[cH:19][cH:20]2)[cH:6][cH:7][c:8]1[O:9][CH3:10].[CH3:23][O:24][C:25]([CH2:26][CH2:27][C:28](=[O:29])[OH:30])=[O:31].[Cl-:22].[cH:32]1[cH:33][cH:34][n:35][cH:36][cH:37]1>>[CH3:1][O:2][c:3]1[cH:4][c:5]([C:11]([C:12]#[N:13])=[CH:14][c:15]2[cH:16][cH:17][c:18]([O:21][C:28]([CH2:27][CH2:26][C:25]([O:24][CH3:23])=[O:31])=[O:29])[cH:19][cH:20]2)[cH:6][cH:7][c:8]1[O:9][CH3:10]. Starting materials: CC1(C)Oc2ccc(C#N)cc2C2OC21C, CCO, Oc1ccc(O)nn1. Yields the product CC1(C)Oc2ccc(C#N)cc2C(Oc2ccc(O)nn2)C1(C)O. RXN SMILES: [CH3:1][C:2]1([CH3:16])[O:3][c:4]2[cH:5][cH:6][c:7]([C:14]#[N:15])[cH:8][c:9]2[CH:10]2[C:11]1([CH3:13])[O:12]2.[CH3:25][CH2:26][OH:27].[n:17]1[n:18][c:19]([OH:24])[cH:20][cH:21][c:22]1[OH:23]>>[CH3:1][C:2]1([CH3:16])[O:3][c:4]2[cH:5][cH:6][c:7]([C:14]#[N:15])[cH:8][c:9]2[CH:10]([O:23][c:22]2[n:17][n:18][c:19]([OH:24])[cH:20][cH:21]2)[C:11]1([OH:12])[CH3:13]. Starting materials: C1(=CC=CC=C1)C[C@@H]1NC(OC1)=O ((S)-4-(Phenylmethyl)-2-oxazolidinone), [Li]CCCC (n-BuLi), C(CC)(=O)Cl (propionyl chloride), CCCCCC (hexane). Run in C1CCOC1 (THF). Run at time 5 minute. Product: O=C(CC)N1C(OC[C@@H]1CC1=CC=CC=C1)=O.O1C(NCC1)=O (oxazolidinone 3-(1-OxoPropyl)-(S) -4-(Phenylmethyl)-2-Oxazolidinone). Yield: 131.1%. Reaction SMILES: [C:1]1([CH2:7][C@H:8]2[CH2:12][O:11][C:10](=[O:13])[NH:9]2)[CH:6]=[CH:5][CH:4]=[CH:3][CH:2]=1.[Li]CCCC.[C:19](Cl)(=[O:22])[CH2:20][CH3:21].CCCCCC>C1COCC1>[O:22]=[C:19]([N:9]1[C@@H:8]([CH2:7][C:1]2[CH:2]=[CH:3][CH:4]=[CH:5][CH:6]=2)[CH2:12][O:11][C:10]1=[O:13])[CH2:20][CH3:21].[O:11]1[CH2:12][CH2:8][NH:9][C:10]1=[O:13] |f:5.6|. Reported procedure: To (S)-4-(Phenylmethyl)-2-oxazolidinone (17.5 g, 0.1 mole) in THF (250 ml) at -70° C. under a blanket of nitrogen was added 2.5M n-BuLi (0.11 mole, 44 ml) dropwise in 10 minutes. After 5 minutes, the clear cloudy solution was treated rapidly with propionyl chloride (10 g, 0.105 mole). The colorless solution was then slowly warmed to room temperature in the course of 1 hour, quenched with saturated ammonium chloride (20 ml) and diluted with ether (100 ml). The organic extract washed with water (2... Starting materials: Cl (hydrochloric acid), C(C)(=O)OCC (ethyl acetate), C1(CC1)N1C=C(C(C2=CC(=C(C(=C12)C)[Sn](CCCC)(CCCC)CCCC)F)=O)C(=O)OCC (ethyl 1-cyclopropyl-6-fluoro-8-methyl-7-tributylstannyl-1,4-dihydro-4-oxoquinoline-3-carboxylate), C1(=CC=C(C=C1)S(=O)(=O)N1CC2=CC=C(C=C2C1)Br)C (2-(p-toluenesulfonyl)-5-bromoisoindoline). Reagents/catalysts: [Ag-]=O (silver (I) oxide), C=1C=CC(=CC1)[P](C=2C=CC=CC2)(C=3C=CC=CC3)[Pd]([P](C=4C=CC=CC4)(C=5C=CC=CC5)C=6C=CC=CC6)([P](C=7C=CC=CC7)(C=8C=CC=CC8)C=9C=CC=CC9)[P](C=1C=CC=CC1)(C=1C=CC=CC1)C=1C=CC=CC1 (tetrakis(triphenylphosphine)palladium). Solvent: O (water), CN(C=O)C (N,N-dimethylformamide), CN(C=O)C (N,N-dimethylformamide). Run at temperature 100 celsius, time 5 minute. Yields the product C1(CC1)N1C=C(C(C2=CC(=C(C(=C12)C)C=1C=C2CN(CC2=CC1)S(=O)(=O)C1=CC=C(C=C1)C)F)=O)C(=O)OCC (ethyl 1-cyclopropyl-6-fluoro-8-methyl-7-[2-(p-toluenesulfonyl)isoindolin-5-yl]-1,4-dihydro-4-oxoquinoline-3-carboxylate). Reaction SMILES: [C:1]1([CH3:20])[CH:6]=[CH:5][C:4]([S:7]([N:10]2[CH2:18][C:17]3[C:12](=[CH:13][CH:14]=[C:15](Br)[CH:16]=3)[CH2:11]2)(=[O:9])=[O:8])=[CH:3][CH:2]=1.[CH:21]1([N:24]2[C:33]3[C:28](=[CH:29][C:30]([F:48])=[C:31]([Sn](CCCC)(CCCC)CCCC)[C:32]=3[CH3:34])[C:27](=[O:49])[C:26]([C:50]([O:52][CH2:53][CH3:54])=[O:51])=[CH:25]2)[CH2:23][CH2:22]1.C(OCC)(=O)C.Cl>CN(C)C=O.[Ag-]=O.C1C=CC([P]([Pd]([P](C2C=CC=CC=2)(C2C=CC=CC=2)C2C=CC=CC=2)([P](C2C=CC=CC=2)(C2C=CC=CC=2)C2C=CC=CC=2)[P](C2C=CC=CC=2)(C2C=CC=CC=2)C2C=CC=CC=2)(C2C=CC=CC=2)C2C=CC=CC=2)=CC=1.O>[CH:21]1([N:24]2[C:33]3[C:28](=[CH:29][C:30]([F:48])=[C:31]([C:15]4[CH:16]=[C:17]5[C:12](=[CH:13][CH:14]=4)[CH2:11][N:10]([S:7]([C:4]4[CH:5]=[CH:6][C:1]([CH3:20])=[CH:2][CH:3]=4)(=[O:9])=[O:8])[CH2:18]5)[C:32]=3[CH3:34])[C:27](=[O:49])[C:26]([C:50]([O:52][CH2:53][CH3:54])=[O:51])=[CH:25]2)[CH2:22][CH2:23]1 |^1:72,74,93,112|. Procedure: In 25 ml of N,N-dimethylformamide was dissolved 2.30 g of 2-(p-toluenesulfonyl)-5-bromoisoindoline, and 1.51 g of silver (I) oxide and 0.75 g of tetrakis(triphenylphosphine)palladium (0) were added to the solution, after which the resulting mixture was stirred at 100° C. for five minutes under a nitrogen atmosphere. Subsequently, to this reaction mixture was added 1.54 g of ethyl 1-cyclopropyl-6-fluoro-8-methyl-7-tributylstannyl-1,4-dihydro-4-oxoquinoline-3-carboxylate dissolved in 5 ml of N,N-d... Reactants: CC(C)(C)c1cc(C(=O)N2CCNC(=O)C2(C)C)c([N+](=O)[O-])[nH]1, CO. Yields the product CC(C)(C)c1cc(C(=O)N2CCNC(=O)C2(C)C)c(N)[nH]1. Reaction SMILES: [C:1]([CH3:2])([CH3:3])([CH3:4])[c:5]1[nH:6][c:7]([N+:21]([O-:22])=[O:23])[c:8]([C:10](=[O:11])[N:12]2[C:13]([CH3:19])([CH3:20])[C:14](=[O:18])[NH:15][CH2:16][CH2:17]2)[cH:9]1.[CH3:24][OH:25]>>[C:1]([CH3:2])([CH3:3])([CH3:4])[c:5]1[nH:6][c:7]([NH2:21])[c:8]([C:10](=[O:11])[N:12]2[C:13]([CH3:19])([CH3:20])[C:14](=[O:18])[NH:15][CH2:16][CH2:17]2)[cH:9]1.